This data is from the Open Reaction Database (ORD), a public repository of structured organic reaction records. The task is: describe an organic reaction: reactants, conditions, products, and yield The reactants are [H-].[Na+] (sodium hydride), [I-].CC1=C(COC=2C=3N(C=CC2)C(=C(N3)C)C[N+](C)(C)C)C=CC=C1 (8-(2-methylbenzyloxy)-3-trimethylammoniomethyl-2-methylimidazo[1,2-a]pyridine iodide), ice water. Solvent: C(C#C)O (2-propynyl alcohol). Product: CC1=C(COC=2C=3N(C=CC2)C(=C(N3)C)COCC#C)C=CC=C1 (8-(2-methylbenzyloxy)-3-(2-propynyloxymethyl)-2-methylimidazo[1,2-a]pyridine). The yield is 110.8%. RXN SMILES: [H-].[Na+].[I-].[CH3:4][C:5]1[CH:27]=[CH:26][CH:25]=[CH:24][C:6]=1[CH2:7][O:8][C:9]1[C:10]2[N:11]([C:15]([CH2:19][N+](C)(C)C)=[C:16]([CH3:18])[N:17]=2)[CH:12]=[CH:13][CH:14]=1>C(O)C#C>[CH3:4][C:5]1[CH:27]=[CH:26][CH:25]=[CH:24][C:6]=1[CH2:7][O:8][C:9]1[C:10]2[N:11]([C:15]([CH2:19][O:8][CH2:7][C:6]#[CH:5])=[C:16]([CH3:18])[N:17]=2)[CH:12]=[CH:13][CH:14]=1 |f:0.1,2.3|. Procedure details: To a solution of sodium hydride (63.6% in mineral oil dispersion, 0.285 g) in 2-propynyl alcohol (12 ml) was added 8-(2-methylbenzyloxy)-3-trimethylammoniomethyl-2-methylimidazo[1,2-a]pyridine iodide (3 g) and the mixture was heated at 85°-100° C. for 1.5 hours. After being cooled, the mixture was poured into ice-water and the resulting precipitate was collected by filtration and dissolved in methylene chloride. The solution was treated successively with silica gel (4.5 g) and activated charcoal... Starting materials: C(C)OC(=O)C1CN(CCC1)CCOC1CC2=C(SC3=C1C=C(C=C3)Cl)C=CC=C2 (1-(2-(8-chloro-10,11-dihydro-dibenzo[b,f]thiepin-10-yloxy)-1-ethyl)-3-piperidinecarboxylic acid ethyl ester), C(C)O (ethanol), [OH-].[Na+] (sodium hydroxide). Reaction conditions: time 20 hour. Yields the product C(C(=O)O)(=O)O.ClC=1C=CC2=C(C(CC3=C(S2)C=CC=C3)OCCN3CC(CCC3)C(=O)O)C1 (1-(2-(8-Chloro-10,11-dihydrodibenzo[b,f]thiepin-10-yloxy)-1-ethyl)-3-piperidinecarboxylic acid hydrogen oxalate). Yield: 62.0%. RXN SMILES: C([O:3][C:4]([CH:6]1[CH2:11][CH2:10][CH2:9][N:8]([CH2:12][CH2:13][O:14][CH:15]2[C:21]3[CH:22]=[C:23]([Cl:26])[CH:24]=[CH:25][C:20]=3[S:19][C:18]3[CH:27]=[CH:28][CH:29]=[CH:30][C:17]=3[CH2:16]2)[CH2:7]1)=[O:5])C.[OH-:31].[Na+].C([OH:35])C>>[C:4]([OH:3])(=[O:5])[C:6]([OH:35])=[O:31].[Cl:26][C:23]1[CH:24]=[CH:25][C:20]2[S:19][C:18]3[CH:27]=[CH:28][CH:29]=[CH:30][C:17]=3[CH2:16][CH:15]([O:14][CH2:13][CH2:12][N:8]3[CH2:9][CH2:10][CH2:11][CH:6]([C:4]([OH:5])=[O:3])[CH2:7]3)[C:21]=2[CH:22]=1 |f:1.2,4.5|. Reported procedure: The above ester (5.4 g, 12.1 mmol) was dissolved in ethanol (50 ml), 5 N sodium hydroxide (5 ml) was added, and the mixture was stirred at room temperature for 20 h. Ethanol was evaporated in vacuo, water (50 ml) and acetic acid (7 ml) were added, and the mixture was extracted with dichloromethane (100 ml). The organic phase was dried (MgSO4) and the solvent was evaporated in vacuo. The residue was dissolved in acetone and treated with oxalic acid to give 3.8 g (62%) of the title compound. Starting materials: C(C)(C)N1CCN(CC1)C(=O)C=1C=C2C=C(NC2=CC1)C(=O)O (5-(4-isopropyl-piperazine-1-carbonyl)-1H-indole-2-carboxylic acid), Cl (hydrochloride), F[B-](F)(F)F.N1(N=NC2=C1C=CC=C2)OC(=[N+](C)C)N(C)C (O-(benzotriazol-1-yl)-N,N,N′,N′-tetramethyluronium tetrafluoroborate), N1CCCCCC1 (azepane), C(C)(C)N(C(C)C)CC (N,N-diisopropylethylamine). Solvent: CN(C=O)C (N,N-dimethylformamide). Product: N1(CCCCCC1)C(=O)C=1NC2=CC=C(C=C2C1)C(=O)N1CCN(CC1)C(C)C (Azepan-1-yl-[5-(4-isopropyl-piperazine-1-carbonyl)-1H-indol-2-yl]-methanone). RXN SMILES: [CH:1]([N:4]1[CH2:9][CH2:8][N:7]([C:10]([C:12]2[CH:13]=[C:14]3[C:18](=[CH:19][CH:20]=2)[NH:17][C:16]([C:21](O)=[O:22])=[CH:15]3)=[O:11])[CH2:6][CH2:5]1)([CH3:3])[CH3:2].Cl.F[B-](F)(F)F.[N:30]1(OC(N(C)C)=[N+](C)C)[C:34]2[CH:35]=[CH:36][CH:37]=[CH:38][C:33]=2N=N1.N1CCCCCC1.C(N(CC)C(C)C)(C)C>CN(C)C=O>[N:30]1([C:21]([C:16]2[NH:17][C:18]3[C:14]([CH:15]=2)=[CH:13][C:12]([C:10]([N:7]2[CH2:8][CH2:9][N:4]([CH:1]([CH3:2])[CH3:3])[CH2:5][CH2:6]2)=[O:11])=[CH:20][CH:19]=3)=[O:22])[CH2:35][CH2:36][CH2:37][CH2:38][CH2:33][CH2:34]1 |f:2.3|. Procedure details: The title compound was synthesized in analogy to example 1, from 5-(4-isopropyl-piperazine-1-carbonyl)-1H-indole-2-carboxylic acid 1:1 hydrochloride, O-(benzotriazol-1-yl)-N,N,N′,N′-tetramethyluronium tetrafluoroborate (commercially available), azepane (commercially available) and N,N-diisopropylethylamine in N,N-dimethylformamide to give the desired product after purification by preparative HPLC on reversed phase eluting with a gradient formed from acetonitrile/water/formic acid. Starting materials: C1(=CC=CC=C1)P(C1=CC=CC=C1)C1=CC=CC=C1 (triphenylphosphine), FC1=CC=C(C=C1)C#CCO (3-(4-fluorophenyl)prop-2-yn-1-ol), C(Br)(Br)(Br)Br (carbon tetrabromide). Solvent: C(Cl)Cl (DCM). Reaction conditions: temperature 0 celsius, time 15 minute. Yields the product BrCC#CC1=CC=C(C=C1)F (1-(3-bromoprop-1-ynyl)-4-fluorobenzene). Yield: 99.4%. As a reaction SMILES: [F:1][C:2]1[CH:7]=[CH:6][C:5]([C:8]#[C:9][CH2:10]O)=[CH:4][CH:3]=1.C1(P(C2C=CC=CC=2)C2C=CC=CC=2)C=CC=CC=1.C(Br)(Br)(Br)[Br:32]>C(Cl)Cl>[Br:32][CH2:10][C:9]#[C:8][C:5]1[CH:6]=[CH:7][C:2]([F:1])=[CH:3][CH:4]=1. Procedure details: A solution of 3-(4-fluorophenyl)prop-2-yn-1-ol (1 g, 6.80 mmol) in DCM (13.6 mL) under N2 was cooled in a ice bath at 0° C. 2.70 g (8.2 mmol, loading 3 mmol/g) of triphenylphosphine polymer supported was then added followed by 2.70 g (8.2 mmol) of carbon tetrabromide. The reaction mixture was stirred 15 min at 0° C. and warmed to room temperature for 90 min. After filtration through celite, the solvent was evaporated under reduce pressure. The crude product was purified by flash chromatography (...